describe an organic reaction: reactants, conditions, products, and yield From a dataset of the Open Reaction Database (ORD), a public repository of structured organic reaction records. The reactants are CC#N, CCN(C(C)C)C(C)C, CC(Nc1cc(F)ccc1C(=O)C(F)(F)F)c1cc(Cl)cc(Cl)c1, CC(C)(C)OC(=O)N1CCNCC1. The product is CC(Nc1cc(N2CCN(C(=O)OC(C)(C)C)CC2)ccc1C(=O)C(F)(F)F)c1cc(Cl)cc(Cl)c1. As a reaction SMILES: [CH3:47][C:48]#[N:49].[CH:38]([N:39]([CH2:40][CH3:41])[CH:42]([CH3:43])[CH3:44])([CH3:45])[CH3:46].[Cl:1][c:2]1[cH:3][c:4]([CH:9]([CH3:10])[NH:11][c:12]2[c:13]([C:19]([C:20]([F:21])([F:22])[F:23])=[O:24])[cH:14][cH:15][c:16]([F:18])[cH:17]2)[cH:5][c:6]([Cl:8])[cH:7]1.[N:25]1([C:31](=[O:32])[O:33][C:34]([CH3:35])([CH3:36])[CH3:37])[CH2:26][CH2:27][NH:28][CH2:29][CH2:30]1>>[Cl:1][c:2]1[cH:3][c:4]([CH:9]([CH3:10])[NH:11][c:12]2[c:13]([C:19]([C:20]([F:21])([F:22])[F:23])=[O:24])[cH:14][cH:15][c:16]([N:28]3[CH2:27][CH2:26][N:25]([C:31](=[O:32])[O:33][C:34]([CH3:35])([CH3:36])[CH3:37])[CH2:30][CH2:29]3)[cH:17]2)[cH:5][c:6]([Cl:8])[cH:7]1.